From a dataset of the Open Reaction Database (ORD), a public repository of structured organic reaction records. describe an organic reaction: reactants, conditions, products, and yield Reactants: C([O-])([O-])=O.[Na+].[Na+] (sodium carbonate), BrC1=CC=C(OC[C@@H](CCC=2C=NC=CC2)O)C=C1 ((2R)-1-(4-bromophenoxy)-4-(3-pyridyl)-2-butanol), [N+](=O)([O-])C=1C=C(C=CC1)B(O)O (3-nitrobenzeneboronic acid). Reagents/catalysts: C=1C=CC(=CC1)[P](C=2C=CC=CC2)(C=3C=CC=CC3)[Pd]([P](C=4C=CC=CC4)(C=5C=CC=CC5)C=6C=CC=CC6)([P](C=7C=CC=CC7)(C=8C=CC=CC8)C=9C=CC=CC9)[P](C=1C=CC=CC1)(C=1C=CC=CC1)C=1C=CC=CC1 (tetrakis(triphenylphosphine)palladium(0)). The solvent is C1(=CC=CC=C1)C (toluene). Conditions: temperature 110 celsius. Yields the product [N+](=O)([O-])C=1C=C(C=CC1)C1=CC=C(C=C1)OC[C@@H](CCC=1C=NC=CC1)O ((2R)-1-(3'-nitrobiphenyl-4-yloxy)-4-(3-pyridyl)-2-butanol). Isolated yield 59.9%. As a reaction SMILES: C(=O)([O-])[O-].[Na+].[Na+].Br[C:8]1[CH:25]=[CH:24][C:11]([O:12][CH2:13][C@H:14]([OH:23])[CH2:15][CH2:16][C:17]2[CH:18]=[N:19][CH:20]=[CH:21][CH:22]=2)=[CH:10][CH:9]=1.[N+:26]([C:29]1[CH:30]=[C:31](B(O)O)[CH:32]=[CH:33][CH:34]=1)([O-:28])=[O:27]>C1C=CC([P]([Pd]([P](C2C=CC=CC=2)(C2C=CC=CC=2)C2C=CC=CC=2)([P](C2C=CC=CC=2)(C2C=CC=CC=2)C2C=CC=CC=2)[P](C2C=CC=CC=2)(C2C=CC=CC=2)C2C=CC=CC=2)(C2C=CC=CC=2)C2C=CC=CC=2)=CC=1.C1(C)C=CC=CC=1>[N+:26]([C:29]1[CH:34]=[C:33]([C:8]2[CH:25]=[CH:24][C:11]([O:12][CH2:13][C@H:14]([OH:23])[CH2:15][CH2:16][C:17]3[CH:18]=[N:19][CH:20]=[CH:21][CH:22]=3)=[CH:10][CH:9]=2)[CH:32]=[CH:31][CH:30]=1)([O-:28])=[O:27] |f:0.1.2,^1:41,43,62,81|. Reported procedure: Prepared according to the method described in Example 33a) from toluene (5 ml), aqueous sodium carbonate (2 M, 1 ml), (2R)-1-(4-bromophenoxy)-4-(3-pyridyl)-2-butanol (0.31 g) ethanol (1 ml), 3-nitrobenzeneboronic acid (0.24 g) and tetrakis(triphenylphosphine)palladium(0) (30 mg) with heating at 110° C. for 4 hours. The residue obtained after work up was purified by column chromatography over silica eluting with ethyl acetate to give (2R)-1-(3'-nitrobiphenyl-4-yloxy)-4-(3-pyridyl)-2-butanol as a ... The reactants are Fc1ccc(-c2cn(CCN3CCCCC3)nc2OCc2ccccc2)cc1, CCO, Cl. Yields the product Oc1nn(CCN2CCCCC2)cc1-c1ccc(F)cc1. RXN SMILES: [CH2:2]([c:3]1[cH:4][cH:5][cH:6][cH:7][cH:8]1)[O:9][c:10]1[n:11][n:12]([CH2:22][CH2:23][N:24]2[CH2:25][CH2:26][CH2:27][CH2:28][CH2:29]2)[cH:13][c:14]1-[c:15]1[cH:16][cH:17][c:18]([F:21])[cH:19][cH:20]1.[CH3:30][CH2:31][OH:32].[ClH:1]>>[OH:9][c:10]1[n:11][n:12]([CH2:22][CH2:23][N:24]2[CH2:25][CH2:26][CH2:27][CH2:28][CH2:29]2)[cH:13][c:14]1-[c:15]1[cH:16][cH:17][c:18]([F:21])[cH:19][cH:20]1. Starting materials: CN, CC#N, C=CS(=O)(=O)N1CCC(c2c[nH]c3c(C(N)=O)cc(-c4ccccc4)cc23)CC1. Yields the product CNCCS(=O)(=O)N1CCC(c2c[nH]c3c(C(N)=O)cc(-c4ccccc4)cc23)CC1. Reaction SMILES: [CH3:30][NH2:31].[CH3:32][C:33]#[N:34].[CH:1](=[CH2:2])[S:3](=[O:4])(=[O:5])[N:6]1[CH2:7][CH2:8][CH:9]([c:12]2[cH:13][nH:14][c:15]3[c:16]([C:27](=[O:28])[NH2:29])[cH:17][c:18](-[c:21]4[cH:22][cH:23][cH:24][cH:25][cH:26]4)[cH:19][c:20]23)[CH2:10][CH2:11]1>>[CH2:1]([CH2:2][NH:31][CH3:30])[S:3](=[O:4])(=[O:5])[N:6]1[CH2:7][CH2:8][CH:9]([c:12]2[cH:13][nH:14][c:15]3[c:16]([C:27](=[O:28])[NH2:29])[cH:17][c:18](-[c:21]4[cH:22][cH:23][cH:24][cH:25][cH:26]4)[cH:19][c:20]23)[CH2:10][CH2:11]1. The reactants are ClC=1C=CC(=C(C1)C1=CC(N(C=C1OC)C(C(=O)O)CCOC)=O)OC(F)F (2-{4-[5-chloro-2-(difluoromethoxy)phenyl]-5-methoxy-2-oxopyridin-1(2H)-yl}-4-methoxybutanoic acid), NC1=CC=C2C(N(N(C2=C1)C(=O)OC(C)(C)C)C)=O (tert-butyl 6-amino-2-methyl-3-oxo-2,3-dihydro-1H-indazole-1-carboxylate). Yields the product ClC=1C=CC(=C(C1)C1=CC(N(C=C1OC)C(C(=O)NC1=CC=C2C(N(N(C2=C1)C(=O)OC(C)(C)C)C)=O)CCOC)=O)OC(F)F (tert-Butyl 6-[(2-{4-[5-chloro-2-(difluoromethoxy)phenyl]-5-methoxy-2-oxopyridin-1(2H)-yl}-4-methoxybutanoyl)amino]-2-methyl-3-oxo-2,3-dihydro-1H-indazole-1-carboxylate). Reaction SMILES: [Cl:1][C:2]1[CH:3]=[CH:4][C:5]([O:25][CH:26]([F:28])[F:27])=[C:6]([C:8]2[C:13]([O:14][CH3:15])=[CH:12][N:11]([CH:16]([CH2:20][CH2:21][O:22][CH3:23])[C:17](O)=[O:18])[C:10](=[O:24])[CH:9]=2)[CH:7]=1.[NH2:29][C:30]1[CH:38]=[C:37]2[C:33]([C:34](=[O:47])[N:35]([CH3:46])[N:36]2[C:39]([O:41][C:42]([CH3:45])([CH3:44])[CH3:43])=[O:40])=[CH:32][CH:31]=1>>[Cl:1][C:2]1[CH:3]=[CH:4][C:5]([O:25][CH:26]([F:28])[F:27])=[C:6]([C:8]2[C:13]([O:14][CH3:15])=[CH:12][N:11]([CH:16]([CH2:20][CH2:21][O:22][CH3:23])[C:17]([NH:29][C:30]3[CH:38]=[C:37]4[C:33]([C:34](=[O:47])[N:35]([CH3:46])[N:36]4[C:39]([O:41][C:42]([CH3:43])([CH3:44])[CH3:45])=[O:40])=[CH:32][CH:31]=3)=[O:18])[C:10](=[O:24])[CH:9]=2)[CH:7]=1. Procedure: 113 mg (purity 82%, 0.26 mmol) of 2-{4-[5-chloro-2-(difluoromethoxy)phenyl]-5-methoxy-2-oxopyridin-1(2H)-yl}-4-methoxybutanoic acid (racemate) and 79 mg (0.29 mmol, 1.1 eq.) of tert-butyl 6-amino-2-methyl-3-oxo-2,3-dihydro-1H-indazole-1-carboxylate were reacted according to General Method 5A. Yield: 132 mg (73% of theory) Starting materials: CC(C)[O-], CC(C)[O-], CC(C)[O-], CC(C)[O-], O=Cc1cccc(OC(F)(F)F)c1, ICI, C1CCOC1, [Ti+4], [Zn]. The product is C=Cc1cccc(OC(F)(F)F)c1. RXN SMILES: [CH3:23][CH:24]([CH3:25])[O-:26].[CH3:27][CH:28]([CH3:29])[O-:30].[CH3:31][CH:32]([CH3:33])[O-:34].[CH3:35][CH:36]([CH3:37])[O-:38].[F:1][C:2]([O:3][c:4]1[cH:5][c:6]([CH:7]=[O:8])[cH:9][cH:10][cH:11]1)([F:12])[F:13].[I:14][CH2:15][I:16].[O:17]1[CH2:18][CH2:19][CH2:20][CH2:21]1.[Ti+4:39].[Zn:22]>>[F:1][C:2]([O:3][c:4]1[cH:5][c:6]([CH:7]=[CH2:15])[cH:9][cH:10][cH:11]1)([F:12])[F:13]. The reactants are NC1=NC(=NC(=C1CCC1CCN(CC1)C([C@H](C)NC(OC(C)(C)C)=O)=O)Cl)C (tert-butyl N-[(1S)-2-[4-[2-(4-amino-6-chloro-2-methyl-pyrimidin-5-yl)ethyl]-1-piperidyl]-1-methyl-2-oxo-ethyl]carbamate), O1CCOCC1 (1,4-dioxane), Cl (hydrogen chloride), O1CCOCC1 (1,4-dioxane). Run in CO (MeOH). Run at time 10 minute. The product is Cl.N[C@H](C(=O)N1CCC(CC1)CCC=1C(=NC(=NC1Cl)C)N)C ((2S)-2-Amino-1-[4-[2-(4-amino-6-chloro-2-methyl-pyrimidin-5-yl)ethyl]-1-piperidyl]propan-1-one hydrochloride salt), crude white powder. RXN SMILES: [NH2:1][C:2]1[C:7]([CH2:8][CH2:9][CH:10]2[CH2:15][CH2:14][N:13]([C:16](=[O:27])[C@@H:17]([NH:19]C(=O)OC(C)(C)C)[CH3:18])[CH2:12][CH2:11]2)=[C:6]([Cl:28])[N:5]=[C:4]([CH3:29])[N:3]=1.O1CCOCC1.Cl>CO>[ClH:28].[NH2:19][C@@H:17]([CH3:18])[C:16]([N:13]1[CH2:14][CH2:15][CH:10]([CH2:9][CH2:8][C:7]2[C:2]([NH2:1])=[N:3][C:4]([CH3:29])=[N:5][C:6]=2[Cl:28])[CH2:11][CH2:12]1)=[O:27] |f:4.5|. Procedure details: Add tert-butyl N-[(1S)-2-[4-[2-(4-amino-6-chloro-2-methyl-pyrimidin-5-yl)ethyl]-1-piperidyl]-1-methyl-2-oxo-ethyl]carbamate (28.75 g, 67.49 mmol) to 1,4-dioxane (143.7 mL). Then add 4M hydrogen chloride in 1,4-dioxane (168.7 mL, 674.9 mmol) and stir for 10 min. Add MeOH (20 mL) and stir the mixture for 3 h with vigorous stirring. Concentrate the mixture under reduced pressure, dilute the solids with diethyl ether (200 mL), and stir overnight. Filter the material, rinsing with diethyl ether (2×25... Starting materials: [OH-].[Na+] (NaOH), C1(=CC=C(C=C1)S(=O)(=O)Cl)C (p-toluenesulfonyl chloride), NC1=C(C=CC(=C1)F)NC(=S)NC1=CSC=C1Cl (1-(2-Amino-4-fluoro-phenyl)-3-(4-chloro-thiophen-3-yl)-thiourea), C(C)(=O)OCC (ethyl acetate). The solvent is O (water), C1CCOC1 (THF), C1CCOC1 (THF), O (water). Yields the product ClC=1C(=CSC1)NC1=NC2=C(N1)C=CC(=C2)F ((4-Chloro-thiophen-3-yl)-(5-fluoro-1H-benzoimidazol-2-yl)-amine). Isolated yield 24.3%. RXN SMILES: [NH2:1][C:2]1[CH:7]=[C:6]([F:8])[CH:5]=[CH:4][C:3]=1[NH:9][C:10]([NH:12][C:13]1[C:17]([Cl:18])=[CH:16][S:15][CH:14]=1)=S.[OH-].[Na+].C1(C)C=CC(S(Cl)(=O)=O)=CC=1.C(OCC)(=O)C>C1COCC1.O>[Cl:18][C:17]1[C:13]([NH:12][C:10]2[NH:9][C:3]3[CH:4]=[CH:5][C:6]([F:8])=[CH:7][C:2]=3[N:1]=2)=[CH:14][S:15][CH:16]=1 |f:1.2|. Reported procedure: 1-(2-Amino-4-fluoro-phenyl)-3-(4-chloro-thiophen-3-yl)-thiourea (625 mg) was dissolved in THF and a solution of NaOH (0,207 g) in water (9 ml) was added. Within 5 min a solution of p-toluenesulfonyl chloride (0,395 g) in THF (10 ml) was added dropwise. After stirring for one hour at room temperature water and ethyl acetate were added to the reaction mixture. The organic layer was separated and the aqueous phase was extracted three times with ethyl acetate. The combined organic layers were dried ... Reactants: BrB(Br)Br, ClCCl, COCCc1ccc2sc(S(N)(=O)=O)cc2c1, O. The product is NS(=O)(=O)c1cc2cc(CCBr)ccc2s1. RXN SMILES: [B:18]([Br:19])([Br:20])[Br:21].[CH2:22]([Cl:23])[Cl:24].[CH3:1][O:2][CH2:3][CH2:4][c:5]1[cH:6][c:7]2[c:8]([s:9][c:10]([S:12]([NH2:13])(=[O:14])=[O:15])[cH:11]2)[cH:16][cH:17]1.[OH2:25]>>[CH2:3]([CH2:4][c:5]1[cH:6][c:7]2[c:8]([s:9][c:10]([S:12]([NH2:13])(=[O:14])=[O:15])[cH:11]2)[cH:16][cH:17]1)[Br:19].